This data is from the Open Reaction Database (ORD), a public repository of structured organic reaction records. The task is: describe an organic reaction: reactants, conditions, products, and yield Reactants: C(#N)C=1C(NC(N(C1)C1=C(C=CC=C1C)C)=O)=O (5-cyano-1-(2,6-dimethylphenyl)uracil), S(=O)(=O)(OC)OC (dimethyl sulfate). The solvent is [OH-].[Na+] (sodium hydroxide). Yields the product C(#N)C=1C(N(C(N(C1)C1=C(C=CC=C1C)C)=O)C)=O (5-cyano-1-(2,6-dimethylphenyl)-3-methyluracil). As a reaction SMILES: [C:1]([C:3]1[C:4](=[O:18])[NH:5][C:6](=[O:17])[N:7]([C:9]2[C:14]([CH3:15])=[CH:13][CH:12]=[CH:11][C:10]=2[CH3:16])[CH:8]=1)#[N:2].S(OC)(O[CH3:23])(=O)=O>[OH-].[Na+]>[C:1]([C:3]1[C:4](=[O:18])[N:5]([CH3:23])[C:6](=[O:17])[N:7]([C:9]2[C:14]([CH3:15])=[CH:13][CH:12]=[CH:11][C:10]=2[CH3:16])[CH:8]=1)#[N:2] |f:2.3|. Procedure: To a mixture of 5-cyano-1-(2,6-dimethylphenyl)uracil (0.1 mol) and 80 ml of five percent sodium hydroxide solution, with stirring, is slowly added dimethyl sulfate (0.1 mol). The reaction mixture is stirred for about 2 hours and then filtered, washed with water and dried to yield 5-cyano-1-(2,6-dimethylphenyl)-3-methyluracil, m.p. 198.2°-199.5°. Starting materials: C(C)(=O)O (acetic acid), CC(C)(C)[N+](=O)[O-] (1,1-dimethylnitroethane), N1=C(C=CC=C1)C=O (2-pyridinecarbaldehyde). The reagents and catalysts are [Zn] (zinc). Solvent: C(C)O (ethanol). Reaction conditions: temperature 5 celsius. Product: N1=C(C=CC=C1)C=[N+]([O-])C(C)(C)C (α-(2-pyridyl)-N-t-butylnitrone). Reaction SMILES: [CH3:1][C:2]([N+:5]([O-:7])=O)([CH3:4])[CH3:3].C(O)(=O)C.[N:12]1[CH:17]=[CH:16][CH:15]=[CH:14][C:13]=1[CH:18]=O>C(O)C.[Zn]>[N:12]1[CH:17]=[CH:16][CH:15]=[CH:14][C:13]=1[CH:18]=[N+:5]([C:2]([CH3:4])([CH3:3])[CH3:1])[O-:7]. Reported procedure: To a suspension of 1,1-dimethylnitroethane (545.5 mg, 5.29 mmol) and zinc (516.6 mg, 7.90 mmol) in ethanol (3.0 ml) was added acetic acid (950.1 mg, 15.8 mmol) dropwise at 5° C. while stirring. The mixture was stirred at room temperature for 20 minutes. After cooling the mixture to 5° C. again, 2-pyridinecarbaldehyde (283.9 mg, 2.65 mmol) was added dropwise to the mixture while stirring and stirred at room temperature overnight. Zinc acetate in the mixture was filtered off and the filtrate was c... Reactants: Cc1ccc2c(N3CCN(C(=O)C(O)CC(C)C)C(COCc4ccccc4)C3)nc(-c3ccccc3O)nc2c1, CCO, O=C(O)C(F)(F)F, [OH-], [OH-], [Pd+2]. Yields the product O=C(O)C(F)(F)F, Cc1ccc2c(N3CCN(C(=O)C(O)CC(C)C)C(CO)C3)nc(-c3ccccc3O)nc2c1. As a reaction SMILES: [CH2:8]([c:9]1[cH:10][cH:11][cH:12][cH:13][cH:14]1)[O:15][CH2:16][CH:17]1[N:18]([C:41]([CH:42]([CH2:43][CH:44]([CH3:45])[CH3:46])[OH:47])=[O:48])[CH2:19][CH2:20][N:21]([c:23]2[n:24][c:25](-[c:34]3[c:35]([OH:40])[cH:36][cH:37][cH:38][cH:39]3)[n:26][c:27]3[cH:28][c:29]([CH3:33])[cH:30][cH:31][c:32]23)[CH2:22]1.[CH3:49][CH2:50][OH:51].[F:1][C:2]([C:3](=[O:4])[OH:5])([F:6])[F:7].[OH-:52].[OH-:53].[Pd+2:54]>>[F:1][C:2]([C:3](=[O:4])[OH:5])([F:6])[F:7].[OH:15][CH2:16][CH:17]1[N:18]([C:41]([CH:42]([CH2:43][CH:44]([CH3:45])[CH3:46])[OH:47])=[O:48])[CH2:19][CH2:20][N:21]([c:23]2[n:24][c:25](-[c:34]3[c:35]([OH:40])[cH:36][cH:37][cH:38][cH:39]3)[n:26][c:27]3[cH:28][c:29]([CH3:33])[cH:30][cH:31][c:32]23)[CH2:22]1. Starting materials: BrC=1SC(=C(N1)C(=O)NC=1C=NN(C1N1CCN(CC(C1)(F)F)C(=O)OC(C)(C)C)C1CC1)NC(=O)OC(C)(C)C (tert-butyl 4-(4-(2-bromo-5-(tert-butoxycarbonylamino)thiazole-4-carboxamido)-1-cyclopropyl-1H-pyrazol-5-yl)-6,6-difluoro-1,4-diazepane-1-carboxylate), O.O.[F-].[K+] (potassium fluoride dihydrate), FC1=C(C(=CC=C1)F)B(O)O (2,6-difluoro-phenylboronic acid). The reagents and catalysts are C=1C=CC(=CC1)/C=C/C(=O)/C=C/C2=CC=CC=C2.C=1C=CC(=CC1)/C=C/C(=O)/C=C/C2=CC=CC=C2.C=1C=CC(=CC1)/C=C/C(=O)/C=C/C2=CC=CC=C2.[Pd].[Pd].F[B-](F)(F)F.C(C)(C)(C)[PH+](C(C)(C)C)C(C)(C)C (Tris(dibenzylideneacetone)dipalladium tri-tert-butyl phosphonium tetrafluoroborate). The solvent is C1CCOC1 (THF). Reaction conditions: temperature 100 celsius. The product is C(C)(C)(C)OC(=O)NC1=C(N=C(S1)C1=C(C=CC=C1F)F)C(=O)NC=1C=NN(C1N1CCN(CC(C1)(F)F)C(=O)OC(C)(C)C)C1CC1 (tert-butyl 4-(4-(5-tert-butoxycarbonylamino-2-(2,6-difluorophenyl)thiazole-4-carboxamido)-1-cyclopropyl-1H-pyrazol-5-yl)-6,6-difluoro-1,4-diazepane-1-carboxylate). Yield: 44.8%. Reaction SMILES: Br[C:2]1[S:3][C:4]([NH:34][C:35]([O:37][C:38]([CH3:41])([CH3:40])[CH3:39])=[O:36])=[C:5]([C:7]([NH:9][C:10]2[CH:11]=[N:12][N:13]([CH:31]3[CH2:33][CH2:32]3)[C:14]=2[N:15]2[CH2:21][C:20]([F:23])([F:22])[CH2:19][N:18]([C:24]([O:26][C:27]([CH3:30])([CH3:29])[CH3:28])=[O:25])[CH2:17][CH2:16]2)=[O:8])[N:6]=1.O.O.[F-].[K+].[F:46][C:47]1[CH:52]=[CH:51][CH:50]=[C:49]([F:53])[C:48]=1B(O)O>C1COCC1.C1C=CC(/C=C/C(/C=C/C2C=CC=CC=2)=O)=CC=1.C1C=CC(/C=C/C(/C=C/C2C=CC=CC=2)=O)=CC=1.C1C=CC(/C=C/C(/C=C/C2C=CC=CC=2)=O)=CC=1.[Pd].[Pd].F[B-](F)(F)F.C([PH+](C(C)(C)C)C(C)(C)C)(C)(C)C>[C:38]([O:37][C:35]([NH:34][C:4]1[S:3][C:2]([C:48]2[C:47]([F:46])=[CH:52][CH:51]=[CH:50][C:49]=2[F:53])=[N:6][C:5]=1[C:7]([NH:9][C:10]1[CH:11]=[N:12][N:13]([CH:31]2[CH2:33][CH2:32]2)[C:14]=1[N:15]1[CH2:21][C:20]([F:23])([F:22])[CH2:19][N:18]([C:24]([O:26][C:27]([CH3:30])([CH3:29])[CH3:28])=[O:25])[CH2:17][CH2:16]1)=[O:8])=[O:36])([CH3:41])([CH3:40])[CH3:39] |f:1.2.3.4,7.8.9.10.11.12.13|. Procedure: A mixture of tert-butyl 4-(4-(2-bromo-5-(tert-butoxycarbonylamino)thiazole-4-carboxamido)-1-cyclopropyl-1H-pyrazol-5-yl)-6,6-difluoro-1,4-diazepane-1-carboxylate (191 mg, 0.29 mmol), potassium fluoride dihydrate (90 mg, 0.96 mmol) and 2,6-difluoro-phenylboronic acid (137 mg, 0.87 mmol) in THF (3 mL) was degassed by gently bubbling nitrogen through the mixture for 15 min. Tris(dibenzylideneacetone)dipalladium/tri-tert-butyl phosphonium tetrafluoroborate mixture (mole ratio: 1/1.2) (35 mg, 0.029 m... Starting materials: C(C1=CC=CC=C1)OC(=O)N1CCC(CC1)CO (4-hydroxymethylpiperidine-1-carboxylic acid benzyl ester), C(Br)(Br)(Br)Br (carbon tetrabromide), C1(=CC=CC=C1)P(C1=CC=CC=C1)C1=CC=CC=C1 (triphenylphosphine). Run in C(Cl)Cl (methylene chloride). Reaction conditions: time 5 hour. The product is C(C1=CC=CC=C1)OC(=O)N1CCC(CC1)CBr (4-Bromomethylpiperidine-1-carboxylic Acid Benzyl Ester). Yield: 89.9%. RXN SMILES: [CH2:1]([O:8][C:9]([N:11]1[CH2:16][CH2:15][CH:14]([CH2:17]O)[CH2:13][CH2:12]1)=[O:10])[C:2]1[CH:7]=[CH:6][CH:5]=[CH:4][CH:3]=1.C(Br)(Br)(Br)[Br:20].C1(P(C2C=CC=CC=2)C2C=CC=CC=2)C=CC=CC=1>C(Cl)Cl>[CH2:1]([O:8][C:9]([N:11]1[CH2:16][CH2:15][CH:14]([CH2:17][Br:20])[CH2:13][CH2:12]1)=[O:10])[C:2]1[CH:7]=[CH:6][CH:5]=[CH:4][CH:3]=1. Reported procedure: To a solution of 4-hydroxymethylpiperidine-1-carboxylic acid benzyl ester (1.11 g), carbon tetrabromide (1.77 g) in methylene chloride (11 ml) was added triphenylphosphine (1.4 g) with ice-cooling, and the mixture was stirred at room temperature for 5 hours. After completion of the reaction, the solvent was evaporated and the obtained residue was purified by silica gel column chromatography (hexane:acetone=10:1) and dried under reduced pressure to give the title compound (1.25 g). Reactants: [Al+3], O=C1NC(=O)C2CNCC12, O=C1NC(=O)C2CN(Cc3ccccc3)CC12, CC(C)OC(C)C, [H-], [H-], [H-], [H-], [Li+], [Na+], C1CCOC1, [OH-], O. The product is O=C1NC(O)C2CN(Cc3ccccc3)CC12. As a reaction SMILES: [Al+3:32].[C:18]1(=[O:19])[CH:20]2[CH2:21][NH:22][CH2:23][CH:24]2[C:25](=[O:26])[NH:27]1.[CH2:1]([c:2]1[cH:3][cH:4][cH:5][cH:6][cH:7]1)[N:8]1[CH2:9][CH:10]2[CH:11]([CH2:12]1)[C:13](=[O:17])[NH:14][C:15]2=[O:16].[CH:41]([O:42][CH:43]([CH3:44])[CH3:45])([CH3:46])[CH3:47].[H-:28].[H-:29].[H-:30].[H-:31].[Li+:33].[Na+:35].[O:36]1[CH2:37][CH2:38][CH2:39][CH2:40]1.[OH-:34].[OH2:48]>>[CH2:1]([c:2]1[cH:3][cH:4][cH:5][cH:6][cH:7]1)[N:8]1[CH2:9][CH:10]2[CH:11]([CH2:12]1)[CH:13]([OH:17])[NH:14][C:15]2=[O:16]. The reactants are C1(=CC=CC=C1)C(OCC(=O)N1CCN(CC1)CC=CC1=CC=CC=C1)C1=CC=CC=C1 (1-[(diphenylmethoxy)acetyl]-4-(3-phenyl-2-propenyl) piperazine), [H-].[Al+3].[Li+].[H-].[H-].[H-] (lithium aluminum hydride), C(C)OCC (diethyl ether), C(C)OCC (diethyl ether), O1CCCC1 (tetrahydrofuran), O (water). Conditions: temperature 50 celsius. Product: C(\C=C/C(=O)O)(=O)O.C1(=CC=CC=C1)C(OCCN1CCN(CC1)CC=CC1=CC=CC=C1)C1=CC=CC=C1 (1-[2-(Diphenylmethoxy)ethyl]-4-(3-phenyl-2-propenyl) piperazine maleate). RXN SMILES: [C:1]1([CH:7]([C:27]2[CH:32]=[CH:31][CH:30]=[CH:29][CH:28]=2)[O:8][CH2:9][C:10]([N:12]2[CH2:17][CH2:16][N:15]([CH2:18][CH:19]=[CH:20][C:21]3[CH:26]=[CH:25][CH:24]=[CH:23][CH:22]=3)[CH2:14][CH2:13]2)=O)[CH:6]=[CH:5][CH:4]=[CH:3][CH:2]=1.[H-].[Al+3].[Li+].[H-].[H-].[H-].[O:39]1CCCC1.[OH2:44].C([O:47][CH2:48][CH3:49])C>>[C:48]([OH:47])(=[O:39])/[CH:49]=[CH:1]\[C:7]([OH:8])=[O:44].[C:27]1([CH:7]([C:1]2[CH:2]=[CH:3][CH:4]=[CH:5][CH:6]=2)[O:8][CH2:9][CH2:10][N:12]2[CH2:17][CH2:16][N:15]([CH2:18][CH:19]=[CH:20][C:21]3[CH:22]=[CH:23][CH:24]=[CH:25][CH:26]=3)[CH2:14][CH2:13]2)[CH:28]=[CH:29][CH:30]=[CH:31][CH:32]=1 |f:1.2.3.4.5.6,10.11|. Procedure: A solution of 6 g of 1-[(diphenylmethoxy)acetyl]-4-(3-phenyl-2-propenyl) piperazine in 100 ml of anhydrous diethyl ether was added dropwise at room temperature to a mixture of 1 g of lithium aluminum hydride and 150 ml of anhydrous diethyl ether. The mixture was refluxed for one hour and then cooled and decomposed by a mixture of tetrahydrofuran and water. The organic layer was separated off and the solvents were distilled off. The residue was dissolved in diethyl ether. The solution was dried o... Yields the product ClC1=C(C=C(C=C1)S(=O)(=O)NC=1C(=NC=C(C1)Cl)C1NC(NC2=CC=CC(=C12)Cl)=O)C(F)(F)F (4-Chloro-N-(5-chloro-2-(5-chloro-2-oxo-1,2,3,4-tetrahydroquinazolin-4-yl)pyridine-3-yl)-3-(trifluoromethyl)benzenesulfonamide). Solvent: CC(=O)O (AcOH), CO (MeOH), C1CCOC1 (THF), CC(=O)O (AcOH). Reactants: resultant mixture, [OH-].[Na+] (NaOH), NC1=C(C(=O)C2=NC=C(C=C2NS(=O)(=O)C2=CC(=C(C=C2)Cl)C(F)(F)F)Cl)C(=CC=C1)Cl (N-(2-(2-Amino-6-chlorobenzoyl)-5-chloro-pyridin-3-yl)-4-chloro-3-(trifluoromethyl)benzenesulfonamide), [Si](C)(C)(C)N=C=O (TMS-isocyanate). As a reaction SMILES: [NH2:1][C:2]1[CH:31]=[CH:30][CH:29]=[C:28]([Cl:32])[C:3]=1[C:4]([C:6]1[C:11]([NH:12][S:13]([C:16]2[CH:21]=[CH:20][C:19]([Cl:22])=[C:18]([C:23]([F:26])([F:25])[F:24])[CH:17]=2)(=[O:15])=[O:14])=[CH:10][C:9]([Cl:27])=[CH:8][N:7]=1)=O.[Si]([N:37]=[C:38]=[O:39])(C)(C)C.[OH-].[Na+]>C1COCC1.CC(O)=O.CO>[Cl:22][C:19]1[CH:20]=[CH:21][C:16]([S:13]([NH:12][C:11]2[C:6]([CH:4]3[C:3]4[C:2](=[CH:31][CH:30]=[CH:29][C:28]=4[Cl:32])[NH:1][C:38](=[O:39])[NH:37]3)=[N:7][CH:8]=[C:9]([Cl:27])[CH:10]=2)(=[O:14])=[O:15])=[CH:17][C:18]=1[C:23]([F:26])([F:25])[F:24] |f:2.3|. Reported procedure: N-(2-(2-Amino-6-chlorobenzoyl)-5-chloro-pyridin-3-yl)-4-chloro-3-(trifluoromethyl)benzenesulfonamide (26 mg, 0.05 mmol) in THF (2 mL) was treated with TMS-isocyanate (100 mg) and AcOH (0.5 mL) and then stirred at 75° C. for 12 h. To the mixture was added MeOH (0.5 mL), followed by NaOH (5 N, 1 mL), and the resultant mixture stirred at 75° C. for another 2 h. To the mixture was added AcOH (0.5 mL), and the mixture was purified through HPLC and dried (lyophilizer) to afford the title compound: 1H ... Conditions: temperature 75 celsius, time 12 hour. Reactants: C1(C(C1)C(=O)[O-])C(=O)OC (monomethyl (1RS,2RS)-1,2-cyclopropanedicarboxylate), C1(CC1)N (N-cyclopropylamine), Cl.CN(CCCN=C=NCC)C (N(3-dimethylaminopropyl)-N'-ethylcarbodiimide hydrochloride). The reagents and catalysts are CN(C)C1=NC=CC=C1 (dimethylaminopyridine). The solvent is C(Cl)Cl (methylene chloride), C(Cl)Cl (methylene chloride). Reaction conditions: time 2 hour. Product: C1(CC1)NC(=O)C1C(C1)C(=O)OC (methyl (1RS,2RS)-2-cyclopropylcarbamoyl-cyclopropanecarboxylate). RXN SMILES: [CH:1]1([C:7]([O:9][CH3:10])=[O:8])[CH2:3][CH:2]1[C:4]([O-])=[O:5].[CH:11]1([NH2:14])[CH2:13][CH2:12]1.Cl.CN(C)CCCN=C=NCC>C(Cl)Cl.CN(C1C=CC=CN=1)C>[CH:11]1([NH:14][C:4]([CH:2]2[CH2:3][CH:1]2[C:7]([O:9][CH3:10])=[O:8])=[O:5])[CH2:13][CH2:12]1 |f:2.3|. Procedure details: A solution of 9.3 g of monomethyl (1RS,2RS)-1,2-cyclopropanedicarboxylate, 4.0 ml of N-cyclopropylamine and 11.6 g of N(3-dimethylaminopropyl)-N'-ethylcarbodiimide hydrochloride in 210 ml of methylene chloride is treated at 0° C. with 0.7 g of dimethylaminopyridine and subsequently stirred at room temperature for 2 hrs. The reaction solution is worked-up with methylene chloride/10% potassium hydrogen sulphate solution. The organic phase is washed with saturated sodium bicarbonate solution, dried... Starting materials: CSC=1S\C(\C(N1)=O)=C/C=1C=C2C=CC=NC2=CC1 (2-methylsulfanyl-5-[1-quinolin-6-yl-meth-(Z)-ylidene]-thiazol-4-one), COC1=CC=C(C=C1)NCC (4-methoxy-phenyl-ethyl amine), CCN(C(C)C)C(C)C (DIEA). The product is COC1=CC=C(C=C1)CCNC=1S\C(\C(N1)=O)=C/C=1C=C2C=CC=NC2=CC1 (2-[2-(4-methoxy-phenyl)-ethylamino]-5-[1-quinolin-6-yl-meth-(Z)-ylidene]-thiazol-4-one). Reaction SMILES: CS[C:3]1[S:4]/[C:5](=[CH:9]\[C:10]2[CH:11]=[C:12]3[C:17](=[CH:18][CH:19]=2)[N:16]=[CH:15][CH:14]=[CH:13]3)/[C:6](=[O:8])[N:7]=1.[CH3:20][O:21][C:22]1[CH:27]=[CH:26][C:25](NCC)=[CH:24][CH:23]=1.[CH3:31][CH2:32][N:33](C(C)C)C(C)C>>[CH3:20][O:21][C:22]1[CH:23]=[CH:24][C:25]([CH2:31][CH2:32][NH:33][C:3]2[S:4]/[C:5](=[CH:9]\[C:10]3[CH:11]=[C:12]4[C:17](=[CH:18][CH:19]=3)[N:16]=[CH:15][CH:14]=[CH:13]4)/[C:6](=[O:8])[N:7]=2)=[CH:26][CH:27]=1. Procedure: Similar procedure as described in example 1b was used, starting from 2-methylsulfanyl-5-[1-quinolin-6-yl-meth-(Z)-ylidene]-thiazol-4-one, 4-methoxy-phenyl-ethyl amine and DIEA to give 2-[2-(4-methoxy-phenyl)-ethylamino]-5-[1-quinolin-6-yl-meth-(Z)-ylidene]-thiazol-4-one. LC-MS m/e 390 (MH+).